From a dataset of the Open Reaction Database (ORD), a public repository of structured organic reaction records. describe an organic reaction: reactants, conditions, products, and yield Reactants: CCOC(=O)C1CCC(Oc2ccc(NC(=O)c3nnc(Nc4cc(F)c(F)c(F)c4)o3)c(F)c2)CC1, C1CCOC1, CO, [Li+], [OH-], O. Product: O=C(Nc1ccc(OC2CCC(C(=O)O)CC2)cc1F)c1nnc(Nc2cc(F)c(F)c(F)c2)o1. Reaction SMILES: [CH2:3]([CH3:4])[O:5][C:6](=[O:7])[CH:8]1[CH2:9][CH2:10][CH:11]([O:14][c:15]2[cH:16][c:17]([F:39])[c:18]([NH:21][C:22](=[O:23])[c:24]3[o:25][c:26]([NH:29][c:30]4[cH:31][c:32]([F:38])[c:33]([F:37])[c:34]([F:36])[cH:35]4)[n:27][n:28]3)[cH:19][cH:20]2)[CH2:12][CH2:13]1.[CH2:40]1[O:41][CH2:42][CH2:43][CH2:44]1.[CH3:45][OH:46].[Li+:1].[OH-:2].[OH2:47]>>[O:5]=[C:6]([OH:7])[CH:8]1[CH2:9][CH2:10][CH:11]([O:14][c:15]2[cH:16][c:17]([F:39])[c:18]([NH:21][C:22](=[O:23])[c:24]3[o:25][c:26]([NH:29][c:30]4[cH:31][c:32]([F:38])[c:33]([F:37])[c:34]([F:36])[cH:35]4)[n:27][n:28]3)[cH:19][cH:20]2)[CH2:12][CH2:13]1. Starting materials: BrC=1C=C(C(=NC1)OC)[N+](=O)[O-] (5-bromo-2-(methyloxy)-3-nitropyridine), Cl (hydrochloric acid). The reagents and catalysts are [Fe] (Iron). The solvent is IMS, O (Water). Conditions: temperature 22.5 celsius, time 1.75 hour. Product: BrC=1C=C(C(=NC1)OC)N (5-Bromo-2-(methyloxy)-3-pyridinamine). The yield is 95.4%. RXN SMILES: [Br:1][C:2]1[CH:3]=[C:4]([N+:10]([O-])=O)[C:5]([O:8][CH3:9])=[N:6][CH:7]=1.Cl>[Fe].O>[Br:1][C:2]1[CH:3]=[C:4]([NH2:10])[C:5]([O:8][CH3:9])=[N:6][CH:7]=1. Procedure details: Iron powder (1.17 kg) was added to a suspension of 5-bromo-2-(methyloxy)-3-nitropyridine (1.36 kg) in IMS (6.1 L), stirred under nitrogen at 20-25° C. Water (0.8 L) was then added and the mixture cooled to less than 10° C. Aqueous hydrochloric acid (0.8 L concentrated hydrochloric acid and 0.8 L water) was then added to the reaction mixture, maintaining the temperature below 10-15° C. The suspension was warmed to 20-25° C. and then stirred at this temperature for 23 hours. The suspension was fil... Reactants: [OH-].[Na+] (sodium hydroxide), C(C)OCCOC1=C(C=CC(=C1)\C=C(\C(=O)OC)/OC)C1=CC(=CC=C1)N(C(=O)NCCCCC)C (methyl (Z)-3-[2-(2-ethoxyethoxy)-3′-(1-methyl-3-pentylureido)biphenyl-4-yl]-2-methoxyacrylate), O (water), Cl (hydrochloric acid). Run in O1CCCC1 (tetrahydrofuran), CO (methanol). Run at time 8 hour. Product: C(C)OCCOC1=C(C=CC(=C1)\C=C(\C(=O)O)/OC)C1=CC(=CC=C1)N(C(=O)NCCCCC)C ((Z)-3-[2-(2-ethoxyethoxy)-3′-(1-methyl-3-pentylureido)biphenyl-4-yl]-2-methoxyacrylic acid). Yield: 78.6%. Reaction SMILES: [OH-].[Na+].[CH2:3]([O:5][CH2:6][CH2:7][O:8][C:9]1[CH:14]=[C:13](/[CH:15]=[C:16](\[O:21][CH3:22])/[C:17]([O:19]C)=[O:18])[CH:12]=[CH:11][C:10]=1[C:23]1[CH:28]=[CH:27][CH:26]=[C:25]([N:29]([CH3:38])[C:30]([NH:32][CH2:33][CH2:34][CH2:35][CH2:36][CH3:37])=[O:31])[CH:24]=1)[CH3:4].O.Cl>O1CCCC1.CO>[CH2:3]([O:5][CH2:6][CH2:7][O:8][C:9]1[CH:14]=[C:13](/[CH:15]=[C:16](\[O:21][CH3:22])/[C:17]([OH:19])=[O:18])[CH:12]=[CH:11][C:10]=1[C:23]1[CH:28]=[CH:27][CH:26]=[C:25]([N:29]([CH3:38])[C:30]([NH:32][CH2:33][CH2:34][CH2:35][CH2:36][CH3:37])=[O:31])[CH:24]=1)[CH3:4] |f:0.1|. Procedure: 17 mg (4.2 mmol) of sodium hydroxide are added to a solution of 211 mg (0.42 mmol) of methyl (Z)-3-[2-(2-ethoxyethoxy)-3′-(1-methyl-3-pentylureido)biphenyl-4-yl]-2-methoxyacrylate in 5 mL of tetrahydrofuran and 0.5 mL of methanol. The reaction mixture is stirred overnight at room temperature. After addition of 10 mL of water and acidification to pH 3 with 1 N hydrochloric acid, the reaction medium is extracted with ethyl acetate. The organic phases are combined, dried over sodium sulfate and eva... The reactants are O=C1CCc2ccccc21, [Li]CCCC, CC(C)c1ccccn1, Cl, C1CCOC1. The product is CC(C)(C1=CCc2ccccc21)c1ccccn1. As a reaction SMILES: [C:15]1(=[O:24])[CH2:16][CH2:17][c:18]2[cH:19][cH:20][cH:21][cH:22][c:23]21.[CH2:10]([Li:11])[CH2:12][CH2:13][CH3:14].[CH:1]([CH3:2])([CH3:3])[c:4]1[n:5][cH:6][cH:7][cH:8][cH:9]1.[ClH:25].[O:26]1[CH2:27][CH2:28][CH2:29][CH2:30]1>>[C:1]([CH3:2])([CH3:3])([c:4]1[n:5][cH:6][cH:7][cH:8][cH:9]1)[C:15]1=[CH:16][CH2:17][c:18]2[cH:19][cH:20][cH:21][cH:22][c:23]21. Starting materials: CC(=O)O, CC(=O)O, CC1(C)CCCC(C)(C)N1O, Cc1cnc2nc(CO)nn2c1, COC(C)(C)C, ClCCl, Ic1ccccc1. The product is Cc1cnc2nc(C=O)nn2c1. As a reaction SMILES: [C:24]([OH:25])(=[O:26])[CH3:27].[C:28]([OH:29])(=[O:30])[CH3:31].[CH3:13][C:14]1([CH3:23])[N:15]([O:16])[C:17]([CH3:18])([CH3:19])[CH2:20][CH2:21][CH2:22]1.[CH3:1][c:2]1[cH:3][n:4][c:5]2[n:6]([cH:7]1)[n:8][c:9]([CH2:11][OH:12])[n:10]2.[CH3:39][O:40][C:41]([CH3:42])([CH3:43])[CH3:44].[Cl:45][CH2:46][Cl:47].[I:32][c:33]1[cH:34][cH:35][cH:36][cH:37][cH:38]1>>[CH3:1][c:2]1[cH:3][n:4][c:5]2[n:6]([cH:7]1)[n:8][c:9]([CH:11]=[O:12])[n:10]2. Reactants: C1(=CC=CC=C1)COC1=CC(=NC=C1OCC1=CC=CC=C1)N (4,5-bis(phenylmethoxy)-2-pyridinamine), C(C)OC=C(C(=O)OCC)C(=O)OCC (diethyl ethoxymethylenemalonate). Run at temperature 120 celsius. The product is C1(=CC=CC=C1)COC1=CC(=NC=C1OCC1=CC=CC=C1)NC=C(C(=O)OCC)C(=O)OCC ([[[4,5-Bis(phenylmethoxy)-2-pyridinyl]amino]methylene]malonic acid, diethyl ester). As a reaction SMILES: [C:1]1([CH2:7][O:8][C:9]2[C:14]([O:15][CH2:16][C:17]3[CH:22]=[CH:21][CH:20]=[CH:19][CH:18]=3)=[CH:13][N:12]=[C:11]([NH2:23])[CH:10]=2)[CH:6]=[CH:5][CH:4]=[CH:3][CH:2]=1.C(O[CH:27]=[C:28]([C:34]([O:36][CH2:37][CH3:38])=[O:35])[C:29]([O:31][CH2:32][CH3:33])=[O:30])C>>[C:1]1([CH2:7][O:8][C:9]2[C:14]([O:15][CH2:16][C:17]3[CH:22]=[CH:21][CH:20]=[CH:19][CH:18]=3)=[CH:13][N:12]=[C:11]([NH:23][CH:27]=[C:28]([C:29]([O:31][CH2:32][CH3:33])=[O:30])[C:34]([O:36][CH2:37][CH3:38])=[O:35])[CH:10]=2)[CH:2]=[CH:3][CH:4]=[CH:5][CH:6]=1. Reported procedure: A suspension of 4,5-bis(phenylmethoxy)-2-pyridinamine (8.7 g, 28.4 mmol) in diethyl ethoxymethylenemalonate (61.4 g, 284.0 mmol) was heated to 120° C. (bath temperature) for 2 hours. The major part of the diethyl ethoxymethylenemalonate was distilled off in vacuo and 100 ml of ether was added after cooling. The mixture was stored in the refrigerator overnight. The resulting crystals were filtered off with suction, washed with ether and dried in vacuo. Yield: 10.81 g; melting point 117.3° C. Starting materials: ClC1=CC(=NC=N1)C(=O)Cl (6-chloropyrimidine-4-carboxylic acid chloride), CC=1C=CC=C2CC(NC12)=O (7-methyl-1,3-dihydro-indol-2-one), [Cl-].[Cl-].[Cl-].[Al+3] (aluminium trichloride), ice water. Solvent: CCOC(=O)C (EtOAc). Yields the product ClC1=CC(=NC=N1)C(=O)C=1C=C2CC(NC2=C(C1)C)=O (5-(6-chloro-pyrimidine-4-carbonyl)-7-methyl-1,3-dihydro-indol-2-one). As a reaction SMILES: [Cl:1][C:2]1[N:7]=[CH:6][N:5]=[C:4]([C:8](Cl)=[O:9])[CH:3]=1.[CH3:11][C:12]1[CH:13]=[CH:14][CH:15]=[C:16]2[C:20]=1[NH:19][C:18](=[O:21])[CH2:17]2.[Cl-].[Cl-].[Cl-].[Al+3]>CCOC(C)=O>[Cl:1][C:2]1[N:7]=[CH:6][N:5]=[C:4]([C:8]([C:14]2[CH:15]=[C:16]3[C:20](=[C:12]([CH3:11])[CH:13]=2)[NH:19][C:18](=[O:21])[CH2:17]3)=[O:9])[CH:3]=1 |f:2.3.4.5|. Procedure: 1.92 g (10.9 mmol) 6-chloropyrimidine-4-carboxylic acid chloride, 1.60 g (10.9 mmol) 7-methyl-1,3-dihydro-indol-2-one and 7.33 g (55.0 mmol) aluminium trichloride were heated to 130° C. for 3 h with stirring. The mixture was combined first with ice water and then with EtOAc. The precipitate formed as black flakes was suction filtered and the phases were separated. The aqueous phase was extracted several times with EtOAc. The combined organic phases were dried on sodium sulphate, filtered and eva... Starting materials: CCOC(=O)c1cc2cc3[nH]c(=O)[nH]c3cc2[nH]1, O. Yields the product O=C(O)c1cc2cc3[nH]c(=O)[nH]c3cc2[nH]1. RXN SMILES: [O:1]=[c:2]1[nH:3][c:4]2[c:5]([cH:6][c:7]3[cH:8][c:9]([C:13](=[O:14])[O:15][CH2:16][CH3:17])[nH:10][c:11]3[cH:12]2)[nH:18]1.[OH2:19]>>[O:1]=[c:2]1[nH:3][c:4]2[c:5]([cH:6][c:7]3[cH:8][c:9]([C:13](=[O:14])[OH:15])[nH:10][c:11]3[cH:12]2)[nH:18]1.